This data is from the Open Reaction Database (ORD), a public repository of structured organic reaction records. The task is: describe an organic reaction: reactants, conditions, products, and yield Reactants: C=CCN1C(=O)C(NC(=O)OC(C)(C)C)CSc2ccccc21, CC(C)OC(C)C, Cl, C1COCCO1. Yields the product C=CCN1C(=O)C(N)CSc2ccccc21, Cl. Reaction SMILES: [CH2:1]([CH:2]=[CH2:3])[N:4]1[C:5](=[O:23])[CH:6]([NH:15][C:16](=[O:17])[O:18][C:19]([CH3:20])([CH3:21])[CH3:22])[CH2:7][S:8][c:9]2[c:10]1[cH:11][cH:12][cH:13][cH:14]2.[CH:25]([O:26][CH:27]([CH3:28])[CH3:29])([CH3:30])[CH3:31].[ClH:24].[O:32]1[CH2:33][CH2:34][O:35][CH2:36][CH2:37]1>>[CH2:1]([CH:2]=[CH2:3])[N:4]1[C:5](=[O:23])[CH:6]([NH2:15])[CH2:7][S:8][c:9]2[c:10]1[cH:11][cH:12][cH:13][cH:14]2.[ClH:24]. Starting materials: C(C)(C)(C)OC(NC1=CC(=C(C=C1)CCCCO)C(F)(F)F)=O ([4-(4-Hydroxybutyl)-3-trifluoromethylphenyl]carbamic acid tert-butyl ester), CCN(CC)S(F)(F)F (DAST). Run in C(Cl)Cl (DCM). Run at time 2 hour. The product is C(C)(C)(C)OC(NC1=CC(=C(C=C1)CCCCF)C(F)(F)F)=O ([4-(4-fluorobutyl)-3-trifluoromethylphenyl]carbamic acid tert-butyl ester). Yield: 50.2%. RXN SMILES: [C:1]([O:5][C:6](=[O:23])[NH:7][C:8]1[CH:13]=[CH:12][C:11]([CH2:14][CH2:15][CH2:16][CH2:17]O)=[C:10]([C:19]([F:22])([F:21])[F:20])[CH:9]=1)([CH3:4])([CH3:3])[CH3:2].CCN(S(F)(F)[F:30])CC>C(Cl)Cl>[C:1]([O:5][C:6](=[O:23])[NH:7][C:8]1[CH:13]=[CH:12][C:11]([CH2:14][CH2:15][CH2:16][CH2:17][F:30])=[C:10]([C:19]([F:22])([F:21])[F:20])[CH:9]=1)([CH3:4])([CH3:3])[CH3:2]. Procedure details: [4-(4-Hydroxybutyl)-3-trifluoromethylphenyl]carbamic acid tert-butyl ester (190 mg, 0.57 mmol) was dissolved in DCM (2 mL), and DAST (153 mg, 0.95 mmol) was added thereto. The resulting mixture was stirred at room temperature for 2 hours. The reaction solution was quenched with a saturated sodium bicarbonate solution. The organic layer was dried over sodium sulfate and then concentrated under reduced pressure. The residue was purified by silica-gel column chromatography (n-hexane:ethyl acetate=5... Starting materials: C(=O)(OC)C=1N=C(NC1)C1=CC=C(C=C1)OC (4-Carbomethoxy-2-(p-methoxyphenyl)imidazole), N (NH3). The solvent is CO (CH3OH). Reaction conditions: temperature 120 celsius. Product: C(N)(=O)C=1N=C(NC1)C1=CC=C(C=C1)OC (4-Carbamoyl-2-(4-methoxyphenyl)imidazole). Yield: 64.4%. RXN SMILES: [C:1]([C:5]1[N:6]=[C:7]([C:10]2[CH:15]=[CH:14][C:13]([O:16][CH3:17])=[CH:12][CH:11]=2)[NH:8][CH:9]=1)(OC)=[O:2].[NH3:18]>CO>[C:1]([C:5]1[N:6]=[C:7]([C:10]2[CH:15]=[CH:14][C:13]([O:16][CH3:17])=[CH:12][CH:11]=2)[NH:8][CH:9]=1)(=[O:2])[NH2:18]. Reported procedure: A mixture of 63 (21 g, 0.09 mol), CH3OH (700 ml) and NH3 (250 g) was heated in a sealed tube at 120° C. for 24 hours. After washing out the contents, the suspension was concentrated to dryness and the residue crystallized from CH3OH to yield 12.6 g (64%) of 64. Reactants: COC(=O)CC(=O)OC, C1CCOC1, CCOC(C)=O, O=[N+]([O-])c1cc(C(F)(F)F)cnc1Cl, [H-], [Na+]. Product: COC(=O)C(C(=O)OC)c1ncc(C(F)(F)F)cc1[N+](=O)[O-]. Reaction SMILES: [C:15]([CH2:16][C:17](=[O:18])[O:19][CH3:20])(=[O:21])[O:22][CH3:23].[CH2:26]1[O:27][CH2:28][CH2:29][CH2:30]1.[CH3:31][CH2:32][O:33][C:34]([CH3:35])=[O:36].[Cl:1][c:2]1[n:3][cH:4][c:5]([C:11]([F:12])([F:13])[F:14])[cH:6][c:7]1[N+:8](=[O:9])[O-:10].[H-:24].[Na+:25]>>[c:2]1([CH:16]([C:15](=[O:21])[O:22][CH3:23])[C:17](=[O:18])[O:19][CH3:20])[n:3][cH:4][c:5]([C:11]([F:12])([F:13])[F:14])[cH:6][c:7]1[N+:8](=[O:9])[O-:10]. The reactants are N#CCBr, CN(C)C=O, [H-], [Na+], CC(C)N1CCN(C(=O)c2ccc3[nH]c(C(=O)N4CCS(=O)(=O)CC4)cc3c2)CC1. Product: CC(C)N1CCN(C(=O)c2ccc3c(c2)cc(C(=O)N2CCS(=O)(=O)CC2)n3CC#N)CC1. Reaction SMILES: [Br:33][CH2:34][C:35]#[N:36].[CH3:37][N:38]([CH3:39])[CH:40]=[O:41].[H-:31].[Na+:32].[O:1]=[S:2]1(=[O:30])[CH2:3][CH2:4][N:5]([C:8](=[O:9])[c:10]2[nH:11][c:12]3[cH:13][cH:14][c:15]([C:19](=[O:20])[N:21]4[CH2:22][CH2:23][N:24]([CH:27]([CH3:28])[CH3:29])[CH2:25][CH2:26]4)[cH:16][c:17]3[cH:18]2)[CH2:6][CH2:7]1>>[O:1]=[S:2]1(=[O:30])[CH2:3][CH2:4][N:5]([C:8](=[O:9])[c:10]2[n:11]([CH2:34][C:35]#[N:36])[c:12]3[cH:13][cH:14][c:15]([C:19](=[O:20])[N:21]4[CH2:22][CH2:23][N:24]([CH:27]([CH3:28])[CH3:29])[CH2:25][CH2:26]4)[cH:16][c:17]3[cH:18]2)[CH2:6][CH2:7]1.